describe an organic reaction: reactants, conditions, products, and yield From a dataset of the Open Reaction Database (ORD), a public repository of structured organic reaction records. Reactants: ClC1=NC=C(C(=N1)N)C (2-chloro-5-methyl-pyrimidin-4-ylamine), N1(CCCCC1)S(=O)(=O)C=1C=C(C=CC1)N (3-(piperidine-1-sulfonyl)-phenylamine). The solvent is C(C)(=O)O (acetic acid). Yields the product CC=1C(=NC(=NC1)NC1=CC(=CC=C1)S(=O)(=O)N1CCCCC1)N (5-Methyl-N2-[3-(piperidine-1-sulfonyl)-phenyl]-pyrimidine-2,4-diamine). RXN SMILES: Cl[C:2]1[N:7]=[C:6]([NH2:8])[C:5]([CH3:9])=[CH:4][N:3]=1.[N:10]1([S:16]([C:19]2[CH:20]=[C:21]([NH2:25])[CH:22]=[CH:23][CH:24]=2)(=[O:18])=[O:17])[CH2:15][CH2:14][CH2:13][CH2:12][CH2:11]1>C(O)(=O)C>[CH3:9][C:5]1[C:6]([NH2:8])=[N:7][C:2]([NH:25][C:21]2[CH:22]=[CH:23][CH:24]=[C:19]([S:16]([N:10]3[CH2:15][CH2:14][CH2:13][CH2:12][CH2:11]3)(=[O:18])=[O:17])[CH:20]=2)=[N:3][CH:4]=1. Reported procedure: A mixture of 2-chloro-5-methyl-pyrimidin-4-ylamine (0.25 g, 1.74 mmol) and 3-(piperidine-1-sulfonyl)-phenylamine (0.50 g, 2.1 mmol) in acetic acid (4 mL) was sealed in a microwave reaction tube and irradiated with microwave at 130° C. for 15 min. After cooling to room temperature, the cap was removed and the mixture concentrated. The residue was taken in water (20 mL) and pH adjusted to ˜9 with 10% NaOH solution. The resulting solution was extracted with EtOAc (2×30 mL) and the organic layer sep... The reactants are SCCO (2-mercaptoethanol), CC1(NC1)C (2,2-dimethylaziridine). Solvent: C(OC)COC (dimethoxyethane). Reaction conditions: temperature 70 celsius, time 4 hour. The product is NC(CSCCO)(C)C (2-Hydroxyethyl 2-amino-2-methylpropyl sulphide). RXN SMILES: [SH:1][CH2:2][CH2:3][OH:4].[CH3:5][C:6]1([CH3:9])[CH2:8][NH:7]1>C(COC)OC>[NH2:7][C:6]([CH3:9])([CH3:8])[CH2:5][S:1][CH2:2][CH2:3][OH:4]. Reported procedure: 234 g of 2-mercaptoethanol are dissolved in 90 ml of dimethoxyethane. 63.3 g of 2,2-dimethylaziridine are added dropwise to this solution and the mixture is stirred at 70° C. for 4 hours and concentrated, and the residue is distilled in a water jet vacuum. B.p.: 141°-142° C. (at 20 mbar); M.p.: 49°-51°; Reaction SMILES: [CH2:1]([CH3:2])[CH:3]([CH2:4][CH3:5])[O:6][c:7]1[cH:8][c:9]([CH3:26])[n:10][c:11]([NH:16][c:17]2[c:18]([CH3:25])[cH:19][c:20]([Cl:24])[cH:21][c:22]2[CH3:23])[c:12]1[C:13](=[O:14])[OH:15].[CH2:27]1[O:28][CH2:29][CH2:30][CH2:31]1>>[CH2:1]([CH3:2])[CH:3]([CH2:4][CH3:5])[O:6][c:7]1[cH:8][c:9]([CH3:26])[n:10][c:11]([NH:16][c:17]2[c:18]([CH3:25])[cH:19][c:20]([Cl:24])[cH:21][c:22]2[CH3:23])[c:12]1[CH2:13][OH:14]. Reactants: CCC(CC)Oc1cc(C)nc(Nc2c(C)cc(Cl)cc2C)c1C(=O)O, C1CCOC1. Product: CCC(CC)Oc1cc(C)nc(Nc2c(C)cc(Cl)cc2C)c1CO. Starting materials: BrC1=CC=C(C=C1)F (1-bromo-4-fluorobenzene), N1CC(C1)NC(C1=CC=C(C=C1)S(=O)(=O)N1C=C(C2=CC=CC=C12)C1=CC=CC=C1)=O (N-azetidin-3-yl-4-(3-phenyl-indole-1-sulfonyl)-benzamide), C(C)(C)(C)P(C1=C(C=CC=C1)C1=CC=CC=C1)C(C)(C)C (2-(di-tert-butylphosphino)biphenyl), CC(C)([O-])C.[Na+] (sodium tert-butoxide). Reagents/catalysts: C=1C=CC(=CC1)/C=C/C(=O)/C=C/C2=CC=CC=C2.C=1C=CC(=CC1)/C=C/C(=O)/C=C/C2=CC=CC=C2.C=1C=CC(=CC1)/C=C/C(=O)/C=C/C2=CC=CC=C2.[Pd].[Pd] (tris(dibenzylideneacetone)dipalladium(0)). The solvent is C1(=CC=CC=C1)C (toluene), C(Cl)Cl (CH2Cl2). Run at temperature 100 celsius. Product: FC1=CC=C(C=C1)N1CC(C1)NC(C1=CC=C(C=C1)S(=O)(=O)N1C=C(C2=CC=CC=C12)C1=CC=CC=C1)=O (N-[1-(4-fluoro-phenyl)-azetidin-3-yl]-4-(3-phenyl-indole-1-sulfonyl)-benzamide). Isolated yield 23.9%. As a reaction SMILES: Br[C:2]1[CH:7]=[CH:6][C:5]([F:8])=[CH:4][CH:3]=1.[NH:9]1[CH2:12][CH:11]([NH:13][C:14](=[O:39])[C:15]2[CH:20]=[CH:19][C:18]([S:21]([N:24]3[C:32]4[C:27](=[CH:28][CH:29]=[CH:30][CH:31]=4)[C:26]([C:33]4[CH:38]=[CH:37][CH:36]=[CH:35][CH:34]=4)=[CH:25]3)(=[O:23])=[O:22])=[CH:17][CH:16]=2)[CH2:10]1.C(P(C(C)(C)C)C1C=CC=CC=1C1C=CC=CC=1)(C)(C)C.CC(C)([O-])C.[Na+]>C1(C)C=CC=CC=1.C(Cl)Cl.C1C=CC(/C=C/C(/C=C/C2C=CC=CC=2)=O)=CC=1.C1C=CC(/C=C/C(/C=C/C2C=CC=CC=2)=O)=CC=1.C1C=CC(/C=C/C(/C=C/C2C=CC=CC=2)=O)=CC=1.[Pd].[Pd]>[F:8][C:5]1[CH:6]=[CH:7][C:2]([N:9]2[CH2:12][CH:11]([NH:13][C:14](=[O:39])[C:15]3[CH:20]=[CH:19][C:18]([S:21]([N:24]4[C:32]5[C:27](=[CH:28][CH:29]=[CH:30][CH:31]=5)[C:26]([C:33]5[CH:34]=[CH:35][CH:36]=[CH:37][CH:38]=5)=[CH:25]4)(=[O:22])=[O:23])=[CH:17][CH:16]=3)[CH2:10]2)=[CH:3][CH:4]=1 |f:3.4,7.8.9.10.11|. Procedure: Add 1-bromo-4-fluorobenzene (110 μL, 180 mg, 1.0 mmol, 2.0 equiv) to a mixture of N-azetidin-3-yl-4-(3-phenyl-indole-1-sulfonyl)-benzamide (216 mg, 0.501 mmol, 1 equiv), tris(dibenzylideneacetone)dipalladium(0) (12 mg, 0.012 mmol, 0.025 equiv), 2-(di-tert-butylphosphino)biphenyl (8 mg, 0.03 mmol, 0.05 equiv), and sodium tert-butoxide (58 mg, 0.60 mmol, 1.2 equiv) in anhydr toluene (2 mL). Heat the reaction mixture at 100° C. for 14 h. After cooling, dilute the reaction mixture with CH2Cl2 and tr... Starting materials: O (water), N1C=NC=C1 (imidazole), C(C)(C)(C)[Si](C)(C)Cl (tert-butylchlorodimethylsilane), CC1=C(C(=CC=C1)CO)CO (3-methyl-1,2-benzenedimethanol). Solvent: O1CCCC1 (tetrahydrofuran). Conditions: time 3 hour. The product is [Si](C)(C)(C(C)(C)C)OCC1=C(CO)C(=CC=C1)C (2-[(tert-Butyldimethylsilyl)oxymethyl]-6-methylbenzyl alcohol). Isolated yield 67.8%. As a reaction SMILES: [CH3:1][C:2]1[CH:7]=[CH:6][CH:5]=[C:4]([CH2:8][OH:9])[C:3]=1[CH2:10][OH:11].N1C=CN=C1.[C:17]([Si:21](Cl)([CH3:23])[CH3:22])([CH3:20])([CH3:19])[CH3:18].O>O1CCCC1>[Si:21]([O:9][CH2:8][C:4]1[CH:5]=[CH:6][CH:7]=[C:2]([CH3:1])[C:3]=1[CH2:10][OH:11])([C:17]([CH3:20])([CH3:19])[CH3:18])([CH3:23])[CH3:22]. Procedure: A solution of 3-methyl-1,2-benzenedimethanol (4.16 g, 27.3 mmol) obtained from Example 22-(1) in tetrahydrofuran (50 ml) was cooled to 0° C., and imidazole (1.86 g, 27.3 mmol) and tert-butylchlorodimethylsilane (4.12 g, 27.3 mmol) were added thereto. The mixture was stirred at room temperature for 3 hours, and then after adding water, the product was extracted with ethyl acetate. The organic layer was washed with a saturated aqueous solution of sodium chloride, then the solvent was distilled off...